From a dataset of the Open Reaction Database (ORD), a public repository of structured organic reaction records. describe an organic reaction: reactants, conditions, products, and yield Reactants: COc1ccccc1CNc1ccccc1[N+](=O)[O-], CCO, CCOC(C)=O, [H][H]. Product: COc1ccccc1CNc1ccccc1N. Reaction SMILES: [CH3:1][O:2][c:3]1[c:4]([CH2:5][NH:6][c:7]2[c:8]([N+:13]([O-:14])=[O:15])[cH:9][cH:10][cH:11][cH:12]2)[cH:16][cH:17][cH:18][cH:19]1.[CH3:20][CH2:21][OH:22].[CH3:25][CH2:26][O:27][C:28](=[O:29])[CH3:30].[H:23][H:24]>>[CH3:1][O:2][c:3]1[c:4]([CH2:5][NH:6][c:7]2[c:8]([NH2:13])[cH:9][cH:10][cH:11][cH:12]2)[cH:16][cH:17][cH:18][cH:19]1. Reactants: C1(CC1)C1=CN=C(C(=N1)C(=O)NC1=C(C(=O)O)C=CN=C1)NC=1C=NC=NC1 (3-{[6-Cyclopropyl-3-(pyrimidin-5-ylamino)-pyrazine-2-carbonyl]-amino}-isonicotinic acid), O1C(CCC1)CN ((tetrahydrofuran-2-yl)methanamine). Yields the product O1C(CCC1)CNC(=O)C1=C(C=NC=C1)NC(=O)C1=NC(=CN=C1NC=1C=NC=NC1)C1CC1 (6-Cyclopropyl-3-(pyrimidin-5-ylamino)-pyrazine-2-carboxylic acid {4-[(tetrahydro-furan-2-ylmethyl)-carbamoyl]-pyridin-3-yl}-amide). Yield: 77.0%. RXN SMILES: [CH:1]1([C:4]2[N:9]=[C:8]([C:10]([NH:12][C:13]3[CH:21]=[N:20][CH:19]=[CH:18][C:14]=3[C:15]([OH:17])=O)=[O:11])[C:7]([NH:22][C:23]3[CH:24]=[N:25][CH:26]=[N:27][CH:28]=3)=[N:6][CH:5]=2)[CH2:3][CH2:2]1.[O:29]1[CH2:33][CH2:32][CH2:31][CH:30]1[CH2:34][NH2:35]>>[O:29]1[CH2:33][CH2:32][CH2:31][CH:30]1[CH2:34][NH:35][C:15]([C:14]1[CH:18]=[CH:19][N:20]=[CH:21][C:13]=1[NH:12][C:10]([C:8]1[C:7]([NH:22][C:23]2[CH:28]=[N:27][CH:26]=[N:25][CH:24]=2)=[N:6][CH:5]=[C:4]([CH:1]2[CH2:2][CH2:3]2)[N:9]=1)=[O:11])=[O:17]. Procedure details: According to the procedure described in step 3 of example 99, 3-{[6-cyclopropyl-3-(pyrimidin-5-ylamino)-pyrazine-2-carbonyl]-amino}-isonicotinic acid (example 99, step 2) was reacted with (tetrahydrofuran-2-yl)methanamine, providing the title compound as yellow solid (77%). The reactants are C(C1=CC=CC=C1)NCC(CC)O (1-benzylamino-butan-2-ol), C(C1=CC=CC=C1)NCC(CC)O (1-benzylamino-butan-2-ol), C1C(C)O1 (propylene oxide). Conditions: temperature 150 celsius. Product: C(C1=CC=CC=C1)N(CC(CC)O)CC(C)O (1-[Benzyl-(2-hydroxy-propyl)-amino]-butan-2-ol). Procedure details: To a solution of 1-benzylamino-butan-2-ol (Intermediate 482, 8.5 g, 47.48 mmol) in ethanol (150 mL) was added propylene oxide (8.8 g, 151 mmole) and the mixture was heated at 150° C. for 2 h in autoclave. After concentration of the mixture under reduced pressure, the residue was purified by column chromatography using methanol in dichloromethane to give product as an oil. Yield: 10.2 g (93%). Run in C(C)O (ethanol). Reaction SMILES: [CH2:1]([NH:8][CH2:9][CH:10]([OH:13])[CH2:11][CH3:12])[C:2]1[CH:7]=[CH:6][CH:5]=[CH:4][CH:3]=1.[CH2:14]1[O:17][CH:15]1[CH3:16]>C(O)C>[CH2:1]([N:8]([CH2:14][CH:15]([OH:17])[CH3:16])[CH2:9][CH:10]([OH:13])[CH2:11][CH3:12])[C:2]1[CH:7]=[CH:6][CH:5]=[CH:4][CH:3]=1. Product: CCOC(=O)N1CCC(Nc2nc3ccccc3n2CCOCc2ccco2)CC1. The reactants are C[Si](C)(C)[N-][Si](C)(C)C, CS(=O)(=O)CCOCc1ccco1, [K+], C1CCOC1, O, CCOC(=O)N1CCC(Nc2nc3ccccc3[nH]2)CC1. Reaction SMILES: [CH3:27][Si:28]([N-:29][Si:30]([CH3:31])([CH3:32])[CH3:33])([CH3:34])[CH3:35].[CH3:37][S:38](=[O:39])(=[O:40])[CH2:41][CH2:42][O:43][CH2:44][c:45]1[o:46][cH:47][cH:48][cH:49]1.[K+:36].[O:22]1[CH2:23][CH2:24][CH2:25][CH2:26]1.[OH2:50].[nH:1]1[c:2]([NH:10][CH:11]2[CH2:12][CH2:13][N:14]([C:17](=[O:18])[O:19][CH2:20][CH3:21])[CH2:15][CH2:16]2)[n:3][c:4]2[c:5]1[cH:6][cH:7][cH:8][cH:9]2>>[n:1]1([CH2:41][CH2:42][O:43][CH2:44][c:45]2[o:46][cH:47][cH:48][cH:49]2)[c:2]([NH:10][CH:11]2[CH2:12][CH2:13][N:14]([C:17](=[O:18])[O:19][CH2:20][CH3:21])[CH2:15][CH2:16]2)[n:3][c:4]2[c:5]1[cH:6][cH:7][cH:8][cH:9]2. The reactants are C(C)(=O)O[C@@H]1C[C@H]2C(NC3=C(C(N2C1)=O)C=C(C(=C3)OCCCCOC3=C(C=C(C(=C3)[N+](=O)[O-])C(=O)N3[C@@H](CCC3)C(SCC)SCC)OC)OC)=O (8-(4-(4-(2-di(ethylsulfanyl)methyl-(2S)-tetrahydro-1H-pyrrolylcarbonyl)-2-methoxy-5-nitrophenoxy)butoxy)-7-methoxy-5,11-dioxo-(2R,11aS)-2,3,5,10,11,11a-hexahydro-1H-pyrrolo[2,1-c][1,4]benzodiazepine 2-yl acetate), CCOC(=O)C (EtOAc). The reagents and catalysts are Cl[Hg]Cl (HgCl2). Run in CC#N.O (CH3CN H2O). The product is C(C)(=O)O[C@@H]1C[C@H]2C(NC3=C(C(N2C1)=O)C=C(C(=C3)OCCCCOC3=CC1=C(C(N2[C@@H](C=N1)CCC2)=O)C=C3OC)OC)=O (7-methoxy-8-(4-(7-methoxy-5-oxo-(11aR)-2,3,5,11a-tetrahydro-1H-pyrrolo[2,1-c][1,4]benzodiazepine-8-yloxy)butoxy)-5,11-dioxo-(2R,11aS)-2,3,5,10,11,11a-hexahydro-1H-pyrrolo[2,1-c][1,4]benzodiazepine-2-yl acetate), formula VI. As a reaction SMILES: [C:1]([O:4][C@H:5]1[CH2:14][N:13]2[C@H:7]([C:8](=[O:53])[NH:9][C:10]3[CH:19]=[C:18]([O:20][CH2:21][CH2:22][CH2:23][CH2:24][O:25][C:26]4[CH:31]=[C:30]([N+:32]([O-])=O)[C:29]([C:35]([N:37]5[CH2:41][CH2:40][CH2:39][C@H:38]5[CH:42](SCC)SCC)=[O:36])=[CH:28][C:27]=4[O:49][CH3:50])[C:17]([O:51][CH3:52])=[CH:16][C:11]=3[C:12]2=[O:15])[CH2:6]1)(=[O:3])[CH3:2].CCOC(C)=O>CC#N.O.Cl[Hg]Cl>[C:1]([O:4][C@H:5]1[CH2:14][N:13]2[C@H:7]([C:8](=[O:53])[NH:9][C:10]3[CH:19]=[C:18]([O:20][CH2:21][CH2:22][CH2:23][CH2:24][O:25][C:26]4[C:27]([O:49][CH3:50])=[CH:28][C:29]5[C:35](=[O:36])[N:37]6[CH2:41][CH2:40][CH2:39][C@@H:38]6[CH:42]=[N:32][C:30]=5[CH:31]=4)[C:17]([O:51][CH3:52])=[CH:16][C:11]=3[C:12]2=[O:15])[CH2:6]1)(=[O:3])[CH3:2] |f:2.3|. Procedure: A solution of the 8-(4-(4-(2-di(ethylsulfanyl)methyl-(2S)-tetrahydro-1H-1-pyrrolylcarbonyl)-2-methoxy-5-aminophenoxy)butoxy)-7-methoxy-5,11-dioxo-(2R,11aS)-2,3,5,10,11,11a-hexahydro-1H-pyrrolo[2,1-c][1,4]benzodiazepine-2-yl acetate of formula V (744 mg, 1 mmol), HgCl2 (794 mg, 2.93 mmol) and HgO (687 mg, 3.18 mmol) in CH3CN/H2O (3:1, 15 ml) was stirred at room temperature for 12 h until TLC (EtOAc) indicated complete loss of starting material. Then the organic layer was evaporated in a vacuum an... The reactants are BrC(=CC1=C(C=CC(=C1)OCC)[N+](=O)[O-])Br (2-(2,2-dibromovinyl)-4-ethoxynitrobenzene). The reagents and catalysts are [Pt] (Platinum on activated carbon), [Pt] (platinum on activated carbon). Run in CO (methanol). Product: BrC(=CC1=C(N)C=CC(=C1)OCC)Br (2-(2,2-Dibromovinyl)-4-ethoxyaniline). Isolated yield 84.7%. As a reaction SMILES: [Br:1][C:2]([Br:16])=[CH:3][C:4]1[CH:9]=[C:8]([O:10][CH2:11][CH3:12])[CH:7]=[CH:6][C:5]=1[N+:13]([O-])=O>CO.[Pt]>[Br:1][C:2]([Br:16])=[CH:3][C:4]1[CH:9]=[C:8]([O:10][CH2:11][CH3:12])[CH:7]=[CH:6][C:5]=1[NH2:13]. Procedure: To a suspension of 2-(2,2-dibromovinyl)-4-ethoxynitrobenzene (200 mg) in methanol (3 mL) was added 1% platinum on activated carbon (vanadium doped, 50% hydrous, 27.5 mg) at room temperature, and the mixture was stirred for six and a half hours under a hydrogen atmosphere. 1% Platinum on activated carbon (vanadium doped, 50% hydrous, 27.5 mg) was added, and the mixture was stirred for additional one hour under a hydrogen atmosphere. The reaction mixture was filtered through celite (registered tra... Reactants: CO, N, CN(C)C=O, CSc1nn2c(Cl)cc(C)nc2c1S(=O)(=O)c1ccccc1. The product is CSc1nn2c(N)cc(C)nc2c1S(=O)(=O)c1ccccc1. Reaction SMILES: [CH3:24][OH:25].[NH3:1].[O:26]=[CH:27][N:28]([CH3:29])[CH3:30].[c:2]1([S:8](=[O:9])(=[O:10])[c:11]2[c:12]([S:22][CH3:23])[n:13][n:14]3[c:15]2[n:16][c:17]([CH3:21])[cH:18][c:19]3[Cl:20])[cH:3][cH:4][cH:5][cH:6][cH:7]1>>[NH2:1][c:19]1[n:14]2[n:13][c:12]([S:22][CH3:23])[c:11]([S:8]([c:2]3[cH:3][cH:4][cH:5][cH:6][cH:7]3)(=[O:9])=[O:10])[c:15]2[n:16][c:17]([CH3:21])[cH:18]1. The reactants are COC1=CC=C(CNS(=O)(=O)C2=CC=C(C(=O)OC)C=C2)C=C1 (methyl 4-(N-(4-methoxybenzyl)sulfamoyl)benzoate), CCCBr (n-propyl bromide). The product is COC1=CC=C(CN(S(=O)(=O)C2=CC=C(C(=O)O)C=C2)CCC)C=C1 (4-(N-(4-methoxybenzyl)-N-propylsulfamoyl)benzoic acid). RXN SMILES: [CH3:1][O:2][C:3]1[CH:23]=[CH:22][C:6]([CH2:7][NH:8][S:9]([C:12]2[CH:21]=[CH:20][C:15]([C:16]([O:18]C)=[O:17])=[CH:14][CH:13]=2)(=[O:11])=[O:10])=[CH:5][CH:4]=1.[CH3:24][CH2:25][CH2:26]Br>>[CH3:1][O:2][C:3]1[CH:23]=[CH:22][C:6]([CH2:7][N:8]([CH2:24][CH2:25][CH3:26])[S:9]([C:12]2[CH:13]=[CH:14][C:15]([C:16]([OH:18])=[O:17])=[CH:20][CH:21]=2)(=[O:11])=[O:10])=[CH:5][CH:4]=1. Reported procedure: Prepared as in example 5-10 from Methyl 4-(N-(4-methoxybenzyl)sulfamoyl)benzoate (Example 5-10b) and n-propyl bromide. MS (M−H, 362.1); 1H NMR (400 MHz, CDCl3): δ, ppm: 0.70 (m, 3H), 1.35 (m, 3H), 3.08 (m, 2H), 3.73 (s, 3H), 4.31 (s, 2H), 6.83 (m, 2H), 7.17 (m, 2H), 7.93 (m, 2H), 8.23 (m, 2H).